This data is from the Open Reaction Database (ORD), a public repository of structured organic reaction records. The task is: describe an organic reaction: reactants, conditions, products, and yield The reactants are NC1=C(C=C(C=C1)O)[N+](=O)[O-] (4-amino-3-nitrophenol), C[Si](C)(C)[N-][Si](C)(C)C.[K+] (potassium bis(trimethylsilyl)amide), ClC1=CC(=NC=C1)C(=O)NC ((4-chloro(2-pyridyl))-N-methylcarboxamide), C([O-])([O-])=O.[K+].[K+] (potassium carbonate). The solvent is CN(C=O)C (dimethylformamide). Run at temperature 90 celsius, time 3 day. Product: NC1=C(C=C(C=C1)OC1=CC(=NC=C1)C(=O)NC)[N+](=O)[O-] (4-[(4-amino-3-nitrophenyl)oxy]-N-methylpyridine-2-carboxamide). As a reaction SMILES: [NH2:1][C:2]1[CH:7]=[CH:6][C:5]([OH:8])=[CH:4][C:3]=1[N+:9]([O-:11])=[O:10].C[Si]([N-][Si](C)(C)C)(C)C.[K+].Cl[C:23]1[CH:28]=[CH:27][N:26]=[C:25]([C:29]([NH:31][CH3:32])=[O:30])[CH:24]=1.C(=O)([O-])[O-].[K+].[K+]>CN(C)C=O>[NH2:1][C:2]1[CH:7]=[CH:6][C:5]([O:8][C:23]2[CH:28]=[CH:27][N:26]=[C:25]([C:29]([NH:31][CH3:32])=[O:30])[CH:24]=2)=[CH:4][C:3]=1[N+:9]([O-:11])=[O:10] |f:1.2,4.5.6|. Procedure: A mixture containing 4-amino-3-nitrophenol (1 eq) and potassium bis(trimethylsilyl)amide (2 eq) was stirred in dimethylformamide for 2 hours at room temperature. To this mixture was added (4-chloro(2-pyridyl))-N-methylcarboxamide (1 eq) and potassium carbonate (1.2 eq) and stirred at 90° C. for 3 days. The reaction mixture was then concentrated and partitioned between ethyl acetate and water. The organic layer was separated and washed with brine, dried, filtered, and concentrated in vacuum to gi... Reactants: ClC=1C=C(C=CC1)C(C#N)CC (2-(3-chlorophenyl)butanenitrile), CI (MeI), [H-].[Na+] (NaH), oil. Solvent: CS(=O)C (DMSO), CS(=O)C (DMSO). Conditions: temperature 0 celsius, time 30 minute. The product is ClC=1C=C(C=CC1)C(C#N)(CC)C (2-(3-Chlorophenyl)-2-methylbutanenitrile). The yield is 110.0%. Reaction SMILES: [Cl:1][C:2]1[CH:3]=[C:4]([CH:8]([CH2:11][CH3:12])[C:9]#[N:10])[CH:5]=[CH:6][CH:7]=1.[CH3:13]I.[H-].[Na+]>CS(C)=O>[Cl:1][C:2]1[CH:3]=[C:4]([C:8]([CH3:13])([CH2:11][CH3:12])[C:9]#[N:10])[CH:5]=[CH:6][CH:7]=1 |f:2.3|. Reported procedure: A solution of 2-(3-chlorophenyl)butanenitrile (4.69 g, 26 mmol) and MeI (2.0 mL, 31 mmol) in DMSO (15 mL) was added dropwise to a stirred solution of NaH (60% dispersion in mineral oil (1.3 g, 31 mmol)) in DMSO (35 mL) at 0° C. under a nitrogen atmosphere. The reaction mixture was stirred for 30 minutes at 0° C. and then brought to room temperature and stirred for 15 hours. The reaction mixture was quenched with water carefully and then diluted with EtOAc. The organic layer was separated, washed... The reactants are CCOC(=O)CBr, O=C([O-])[O-], CCO, [K+], [K+], O=c1ccocc1O. Product: CCOC(=O)COc1coccc1=O. As a reaction SMILES: [Br:9][CH2:10][C:11](=[O:12])[O:13][CH2:14][CH3:15].[C:16](=[O:17])([O-:18])[O-:19].[CH3:22][CH2:23][OH:24].[K+:20].[K+:21].[OH:1][c:2]1[cH:3][o:4][cH:5][cH:6][c:7]1=[O:8]>>[O:1]([c:2]1[cH:3][o:4][cH:5][cH:6][c:7]1=[O:8])[CH2:10][C:11](=[O:12])[O:13][CH2:14][CH3:15]. The reactants are C1(=CC=CC=C1)COC[C@H](N)C(=O)O (O-(phenylmethyl)-L-serine), [Br-].[Na+] (sodium bromide), N(=O)[O-].[Na+] (Sodium nitrite). Yields the product Br[C@H](C(=O)O)COCC1=CC=CC=C1 ((S)-2-Bromo-3-(phenylmethoxy)propanoic acid). RXN SMILES: [C:1]1([CH2:7][O:8][CH2:9][C@@H:10]([C:12]([OH:14])=[O:13])N)[CH:6]=[CH:5][CH:4]=[CH:3][CH:2]=1.[Br-:15].[Na+].N([O-])=O.[Na+]>S(=O)(=O)(O)O>[Br:15][C@@H:10]([CH2:9][O:8][CH2:7][C:1]1[CH:6]=[CH:5][CH:4]=[CH:3][CH:2]=1)[C:12]([OH:14])=[O:13] |f:1.2,3.4|. Reported procedure: A solution of O-(phenylmethyl)-L-serine (21.6 g, 0.108 mol) in aqueous sulfuric acid (786 ml, 2.5N) containing sodium bromide (69.3 g, 6.0 eq) was cooled to 0° C. in an ice bath. Sodium nitrite (21 g, 2.7 eq) was added over 10 minutes, and the solution stirred at 0° C. for one hour. The cooling bath was removed, ether (250 ml) was added, and stirring was continued overnight at room temperature. The aqueous layer was extracted repetitively with ether (3×100 ml), and the combined extracts were dri... Conditions: temperature 0 celsius, time 1 hour. Solvent: S(O)(O)(=O)=O (sulfuric acid). The yield is 37.9%. Reactants: CC(C(C(=O)O)N1CC(C1)CC=1N(C2=NC(=NC(=C2N1)N1CCOCC1)N1C(=NC2=C1C=CC=C2)C)C)C (3-methyl-2-(3-((9-methyl-2-(2-methyl-1H-benzo[d]imidazol-1-yl)-6-morpholino-9H-purin-8-yl)methyl)azetidin-1-yl)butanoic acid), [OH-].[NH4+] (ammonium hydroxide). Product: CC(C(C(=O)N)N1CC(C1)CC=1N(C2=NC(=NC(=C2N1)N1CCOCC1)N1C(=NC2=C1C=CC=C2)C)C)C (3-methyl-2-(3-((9-methyl-2-(2-methyl-1H-benzo[d]imidazol-1-yl)-6-morpholino-9H-purin-8-yl)methyl)azetidin-1-yl)butanamide). Reaction SMILES: [CH3:1][CH:2]([CH3:38])[CH:3]([N:7]1[CH2:10][CH:9]([CH2:11][C:12]2[N:13]([CH3:37])[C:14]3[C:19]([N:20]=2)=[C:18]([N:21]2[CH2:26][CH2:25][O:24][CH2:23][CH2:22]2)[N:17]=[C:16]([N:27]2[C:31]4[CH:32]=[CH:33][CH:34]=[CH:35][C:30]=4[N:29]=[C:28]2[CH3:36])[N:15]=3)[CH2:8]1)[C:4]([OH:6])=O.[OH-].[NH4+:40]>>[CH3:1][CH:2]([CH3:38])[CH:3]([N:7]1[CH2:10][CH:9]([CH2:11][C:12]2[N:13]([CH3:37])[C:14]3[C:19]([N:20]=2)=[C:18]([N:21]2[CH2:22][CH2:23][O:24][CH2:25][CH2:26]2)[N:17]=[C:16]([N:27]2[C:31]4[CH:32]=[CH:33][CH:34]=[CH:35][C:30]=4[N:29]=[C:28]2[CH3:36])[N:15]=3)[CH2:8]1)[C:4]([NH2:40])=[O:6] |f:1.2|. Reported procedure: Following General Procedure K, 3-methyl-2-(3-((9-methyl-2-(2-methyl-1H-benzo[d]imidazol-1-yl)-6-morpholino-9H-purin-8-yl)methyl)azetidin-1-yl)butanoic acid and ammonium hydroxide were coupled to give 579. LCMS m/z: 259.7 (2M+H+)